From a dataset of the Open Reaction Database (ORD), a public repository of structured organic reaction records. describe an organic reaction: reactants, conditions, products, and yield The reactants are ClCCCOC1=C(C=C2C(=CC=NC2=C1)OC1=C(C=C(C(=C1)C)C)C(C)=O)OC (1-{2-[7-(3-Chloro-propoxy)-6-methoxy-quinolin-4-yloxy]-4,5-dimethyl-phenyl}-ethanone), C([O-])([O-])=O.[K+].[K+] (potassium carbonate), O (water), ClCCCOC1=C(C=C2C(=CC=NC2=C1)OC1=C(C=C(C(=C1)C)C)C(C)=O)OC (1-{2-[7-(3-Chloro-propoxy)-6-methoxy-quinolin-4-yloxy]-4,5-dimethyl-phenyl}-ethanone), N1CCOCC1 (morpholine). The solvent is CN(C=O)C (N,N-dimethylformamide). Reaction conditions: temperature 80 celsius, time 8 hour. The product is COC=1C=C2C(=CC=NC2=CC1OCCCN1CCOCC1)OC1=C(C=C(C(=C1)C)C)C(C)=O (1-{2-[6-Methoxy-7-(3-morpholin-4-yl-propoxy)-quinolin-4-yloxy]-4,5-dimethyl-phenyl}-ethanone). The yield is 69.4%. Reaction SMILES: Cl[CH2:2][CH2:3][CH2:4][O:5][C:6]1[CH:15]=[C:14]2[C:9]([C:10]([O:16][C:17]3[CH:22]=[C:21]([CH3:23])[C:20]([CH3:24])=[CH:19][C:18]=3[C:25](=[O:27])[CH3:26])=[CH:11][CH:12]=[N:13]2)=[CH:8][C:7]=1[O:28][CH3:29].[NH:30]1[CH2:35][CH2:34][O:33][CH2:32][CH2:31]1.C(=O)([O-])[O-].[K+].[K+].O>CN(C)C=O>[CH3:29][O:28][C:7]1[CH:8]=[C:9]2[C:14](=[CH:15][C:6]=1[O:5][CH2:4][CH2:3][CH2:2][N:30]1[CH2:35][CH2:34][O:33][CH2:32][CH2:31]1)[N:13]=[CH:12][CH:11]=[C:10]2[O:16][C:17]1[CH:22]=[C:21]([CH3:23])[C:20]([CH3:24])=[CH:19][C:18]=1[C:25](=[O:27])[CH3:26] |f:2.3.4|. Procedure details: 1-{2-[7-(3-Chloro-propoxy)-6-methoxy-quinolin-4-yloxy]-4,5-dimethyl-phenyl}-ethanone (compound 318) (77 mg), morpholine (49 mg), and potassium carbonate (131 mg) were suspended in N,N-dimethylformamide (2 ml), and the suspension was stirred at 80° C. overnight. The reaction solution was cooled to room temperature, water was then added to the reaction solution, and the mixture was extracted with ethyl acetate. The ethyl acetate layer was then washed with water and saturated brine and was dried ov... Starting materials: CCN(C(C)C)C(C)C (DIEA), C(=O)(Cl)Cl (phosgene), C(C1=CC=CC=C1)OC1=CC=C(C=C1)NCCNC(C(=O)OCC)C(C)C (Ethyl 2-(2-(4-benzyloxyphenylamino)ethylamino)-3-methylbutyrate). The solvent is C1(=CC=CC=C1)C (toluene). Reaction conditions: temperature 0 celsius. Product: C(C1=CC=CC=C1)OC1=CC=C(C=C1)N1C(N(CC1)C(C(=O)OCC)C(C)C)=O (ethyl 2-(3-(4-benzyloxyphenyl)-2-oxoimidazolidin-1-yl)-3-methylbutyrate). Isolated yield 81.5%. RXN SMILES: [CH2:1]([O:8][C:9]1[CH:14]=[CH:13][C:12]([NH:15][CH2:16][CH2:17][NH:18][CH:19]([CH:25]([CH3:27])[CH3:26])[C:20]([O:22][CH2:23][CH3:24])=[O:21])=[CH:11][CH:10]=1)[C:2]1[CH:7]=[CH:6][CH:5]=[CH:4][CH:3]=1.CCN(C(C)C)C(C)C.[C:37](Cl)(Cl)=[O:38]>C1(C)C=CC=CC=1>[CH2:1]([O:8][C:9]1[CH:14]=[CH:13][C:12]([N:15]2[CH2:16][CH2:17][N:18]([CH:19]([CH:25]([CH3:26])[CH3:27])[C:20]([O:22][CH2:23][CH3:24])=[O:21])[C:37]2=[O:38])=[CH:11][CH:10]=1)[C:2]1[CH:3]=[CH:4][CH:5]=[CH:6][CH:7]=1. Reported procedure: Ethyl 2-(2-(4-benzyloxyphenylamino)ethylamino)-3-methylbutyrate (100 mg; 0.27 mmol) was dissolved in toluene (5 ml) and cooled to 0° C. DIEA (141 μl; 0.81 mmol) and phosgene (20% strength in toluene; 202 μl; 0.40 mmol) were added thereto. The mixture was allowed to reach RT over the course of 3 h, and then the solvent was removed under reduced pressure. The residue was partitioned between water (10 ml) and EtOAc (10 ml). The phases were separated and the aqueous phase was extracted with EtOAc (2...